This data is from the Open Reaction Database (ORD), a public repository of structured organic reaction records. The task is: describe an organic reaction: reactants, conditions, products, and yield The reactants are N1(CCCC1)[C@@H]1[C@@H](CCCC1)N ((±)-cis-2-(1-pyrrolidinyl)cyclohexylamine), C1(CCCCC1)N=C=NC1CCCCC1 (dicyclohexylcarbodiimide), N1=CC=CC=C1 (pyridine), ClC=1C=C(C=CC1Cl)CC(=O)O (3,4-dichlorophenylacetic acid). Run in C(Cl)(Cl)Cl (chloroform). Reaction conditions: time 12 hour. The product is ClC=1C=C(C=CC1Cl)CCN[C@H]1[C@H](CCCC1)N1CCCC1 ((±)-cis-N-[2-(3,4-dichlorophenyl)ethyl]-2-(1-pyrrolidinyl)-cyclohexylamine). As a reaction SMILES: [N:1]1([C@H:6]2[CH2:11][CH2:10][CH2:9][CH2:8][C@H:7]2[NH2:12])[CH2:5][CH2:4][CH2:3][CH2:2]1.N1C=CC=CC=1.[Cl:19][C:20]1[CH:21]=[C:22]([CH2:27][C:28](O)=O)[CH:23]=[CH:24][C:25]=1[Cl:26].C1(N=C=NC2CCCCC2)CCCCC1>C(Cl)(Cl)Cl>[Cl:19][C:20]1[CH:21]=[C:22]([CH2:27][CH2:28][NH:12][C@@H:7]2[CH2:8][CH2:9][CH2:10][CH2:11][C@@H:6]2[N:1]2[CH2:2][CH2:3][CH2:4][CH2:5]2)[CH:23]=[CH:24][C:25]=1[Cl:26]. Procedure details: (±)-cis-2-(1-pyrrolidinyl)cyclohexylamine (5 gm) was combined with pyridine (1.2 gm), chloroform (200 ml), 3,4-dichlorophenylacetic acid (9.15 gm), and dicyclohexylcarbodiimide (12.3 gm) and the mixture was stirred for 12 hr at room temperature. The mixture was filtered, the precipitate was washed with ether (100 ml) and the filtrate and ether wash were combined. The organic solution was diluted with ether (200 ml) and extracted with 10% citric acid in water (300 ml). The acid layer was washed w... The reactants are C(C)(C)(C)OC(=O)N1C(=NC2(C1=O)CCN(CC2)S(=O)(=O)CCC2=C(C=C(C=C2)C(=O)OC(C)(C)C)C)C2=CC(=CC(=C2)C(F)(F)F)OCCOCCOCCN(C)C(=O)OC(C)(C)C (2-[3-(2-{2-[2-(tert-Butoxycarbonyl-methyl-amino)-ethoxy]-ethoxy}-ethoxy)-5-trifluoromethyl-phenyl]-8-[2-(4-tert-butoxycarbonyl-2-methyl-phenyl)-ethanesulfonyl]-4-oxo-1,3,8-triaza-spiro[4.5]dec-1-ene-3-carboxylic acid tert-butyl ester), Cl.O1CCOCC1 (hydrochloric acid dioxane), O (Water). Reaction conditions: time 3 hour. The product is Cl.CC=1C=C(C(=O)O)C=CC1CCS(=O)(=O)N1CCC2(C(NC(=N2)C2=CC(=CC(=C2)C(F)(F)F)OCCOCCOCCNC)=O)CC1 (3-methyl-4-{2-[2-(3-{2-[2-(2-methylamino-ethoxy)-ethoxy]-ethoxy}-5-trifluoromethyl-phenyl)-4-oxo-1,3,8-triaza-spiro[4.5]dec-1-ene-8-sulfonyl]-ethyl}-benzoic acid hydrochloride). The yield is 98.0%. As a reaction SMILES: C(OC([N:8]1[C:12](=[O:13])[C:11]2([CH2:18][CH2:17][N:16]([S:19]([CH2:22][CH2:23][C:24]3[CH:29]=[CH:28][C:27]([C:30]([O:32]C(C)(C)C)=[O:31])=[CH:26][C:25]=3[CH3:37])(=[O:21])=[O:20])[CH2:15][CH2:14]2)[N:10]=[C:9]1[C:38]1[CH:43]=[C:42]([C:44]([F:47])([F:46])[F:45])[CH:41]=[C:40]([O:48][CH2:49][CH2:50][O:51][CH2:52][CH2:53][O:54][CH2:55][CH2:56][N:57](C(OC(C)(C)C)=O)[CH3:58])[CH:39]=1)=O)(C)(C)C.O.[ClH:67].O1CCOCC1>>[ClH:67].[CH3:37][C:25]1[CH:26]=[C:27]([CH:28]=[CH:29][C:24]=1[CH2:23][CH2:22][S:19]([N:16]1[CH2:15][CH2:14][C:11]2([N:10]=[C:9]([C:38]3[CH:43]=[C:42]([C:44]([F:45])([F:46])[F:47])[CH:41]=[C:40]([O:48][CH2:49][CH2:50][O:51][CH2:52][CH2:53][O:54][CH2:55][CH2:56][NH:57][CH3:58])[CH:39]=3)[NH:8][C:12]2=[O:13])[CH2:18][CH2:17]1)(=[O:20])=[O:21])[C:30]([OH:32])=[O:31] |f:2.3,4.5|. Procedure: 2-[3-(2-{2-[2-(tert-Butoxycarbonyl-methyl-amino)-ethoxy]-ethoxy}-ethoxy)-5-trifluoromethyl-phenyl]-8-[2-(4-tert-butoxycarbonyl-2-methyl-phenyl)-ethanesulfonyl]-4-oxo-1,3,8-triaza-spiro[4.5]dec-1-ene-3-carboxylic acid tert-butyl ester (37.4 mg, 39.7 μmol) was dissolved in 4 N hydrochloric acid-dioxane (0.79 mL). Water (14.3 μL, 795 μmol) was added and the mixture was stirred at room temperature for three hours. The reaction solution was concentrated under reduced pressure to give 3-methyl-4-{2-[2... Reactants: Cc1ccc(S(=O)(=O)OCc2noc(C(CCCC3CCCCC3)CC(=O)OC(C)(C)C)n2)cc1, Nc1cc[nH]n1. Yields the product CC(C)(C)OC(=O)CC(CCCC1CCCCC1)c1nc(CNc2cc[nH]n2)no1. Reaction SMILES: [CH:1]1([CH2:7][CH2:8][CH2:9][CH:10]([CH2:11][C:12](=[O:13])[O:14][C:15]([CH3:16])([CH3:17])[CH3:18])[c:19]2[n:20][c:21]([CH2:24][O:25][S:26]([c:27]3[cH:28][cH:29][c:30]([CH3:31])[cH:32][cH:33]3)(=[O:34])=[O:35])[n:22][o:23]2)[CH2:2][CH2:3][CH2:4][CH2:5][CH2:6]1.[NH2:36][c:37]1[n:38][nH:39][cH:40][cH:41]1>>[CH:1]1([CH2:7][CH2:8][CH2:9][CH:10]([CH2:11][C:12](=[O:13])[O:14][C:15]([CH3:16])([CH3:17])[CH3:18])[c:19]2[n:20][c:21]([CH2:24][NH:36][c:37]3[n:38][nH:39][cH:40][cH:41]3)[n:22][o:23]2)[CH2:2][CH2:3][CH2:4][CH2:5][CH2:6]1. The reactants are COC1=CC=C(C=C1)NC1=C(C=NC2=CC=C(C=C12)C(NC)=O)C(=O)O (4-[(4-methoxyphenyl)amino]-6-(methylcarbamoyl)-quinoline-3-carboxylic acid), C=1C=CC2=C(C1)N=NN2O (HOBt). The reagents and catalysts are CN(C)C=1C=CN=CC1 (DMAP). Solvent: dichloromethane EDC.HCl, CO (methanol). Conditions: time 3 hour. The product is COC1=CC=C(C=C1)NC1=C(C=NC2=CC=C(C=C12)C(NC)=O)C(=O)OC (methyl 4-[(4-methoxyphenyl)amino]-6-(methylcarbamoyl)quinoline-3-carboxylate). Isolated yield 59.6%. Reaction SMILES: [CH3:1][O:2][C:3]1[CH:8]=[CH:7][C:6]([NH:9][C:10]2[C:19]3[C:14](=[CH:15][CH:16]=[C:17]([C:20](=[O:23])[NH:21][CH3:22])[CH:18]=3)[N:13]=[CH:12][C:11]=2[C:24]([OH:26])=[O:25])=[CH:5][CH:4]=1.[CH:27]1C=CC2N(O)N=NC=2C=1>CN(C1C=CN=CC=1)C.CO>[CH3:1][O:2][C:3]1[CH:8]=[CH:7][C:6]([NH:9][C:10]2[C:19]3[C:14](=[CH:15][CH:16]=[C:17]([C:20](=[O:23])[NH:21][CH3:22])[CH:18]=3)[N:13]=[CH:12][C:11]=2[C:24]([O:26][CH3:27])=[O:25])=[CH:5][CH:4]=1. Reported procedure: To a suspension of 0.1 g of 4-[(4-methoxyphenyl)amino]-6-(methylcarbamoyl)-quinoline-3-carboxylic acid in dichloromethane EDC.HCl (1-ethyl-3-(3-dimethyl-aminopropyl)carbodiimide hydrochloride, 0.161 g), HOBt (N-hydroxybenzotriazole, 0.042 g), DMAP (4-dimethylaminopyridine, 0.17 g) and 20 mL of methanol were added and the reaction mixture was stirred at room temperature for 3 h. After aqueous work up, the reaction mixture was extracted, concentrated and dried over anhydrous sodium sulfate to affo... The reactants are CC(=O)c1cccc2c1C1(COc3cc4c(cc31)OCCO4)C(=O)N2C, CCOC(=O)OCC, [H-], [Na+], C1CCOC1, O. The product is CCOC(=O)CC(=O)c1cccc2c1C1(COc3cc4c(cc31)OCCO4)C(=O)N2C. RXN SMILES: [C:11]([CH3:12])(=[O:13])[c:14]1[c:15]2[c:16]([cH:17][cH:18][cH:19]1)[N:20]([CH3:36])[C:21](=[O:35])[C:22]21[CH2:23][O:24][c:25]2[cH:26][c:27]3[c:28]([cH:33][c:34]21)[O:29][CH2:30][CH2:31][O:32]3.[C:3]([O:4][CH2:5][CH3:6])([O:7][CH2:8][CH3:9])=[O:10].[H-:1].[Na+:2].[O:38]1[CH2:39][CH2:40][CH2:41][CH2:42]1.[OH2:37]>>[C:3]([O:7][CH2:8][CH3:9])(=[O:10])[CH2:12][C:11](=[O:13])[c:14]1[c:15]2[c:16]([cH:17][cH:18][cH:19]1)[N:20]([CH3:36])[C:21](=[O:35])[C:22]21[CH2:23][O:24][c:25]2[cH:26][c:27]3[c:28]([cH:33][c:34]21)[O:29][CH2:30][CH2:31][O:32]3.